This data is from the Open Reaction Database (ORD), a public repository of structured organic reaction records. The task is: describe an organic reaction: reactants, conditions, products, and yield Starting materials: O=C(Br)CBr, O=C([O-])[O-], ClCCl, Nc1cccc(F)c1F, [K+], [K+], O. Yields the product O=C(CBr)Nc1cccc(F)c1F. RXN SMILES: [Br:16][CH2:17][C:18](=[O:19])[Br:20].[C:10](=[O:11])([O-:12])[O-:13].[Cl:22][CH2:23][Cl:24].[F:1][c:2]1[c:3]([NH2:4])[cH:5][cH:6][cH:7][c:8]1[F:9].[K+:14].[K+:15].[OH2:21]>>[F:1][c:2]1[c:3]([NH:4][C:18]([CH2:17][Br:16])=[O:19])[cH:5][cH:6][cH:7][c:8]1[F:9]. Starting materials: [Al+3], CC(=O)Cl, [Cl-], [Cl-], [Cl-], Cc1ccc(Cl)c(Cl)c1F. The product is CC(=O)c1cc(C)c(F)c(Cl)c1Cl. Reaction SMILES: [Al+3:12].[CH3:15][C:16]([Cl:17])=[O:18].[Cl-:11].[Cl-:13].[Cl-:14].[Cl:1][c:2]1[c:3]([Cl:10])[c:4]([F:9])[c:5]([CH3:8])[cH:6][cH:7]1>>[Cl:1][c:2]1[c:3]([Cl:10])[c:4]([F:9])[c:5]([CH3:8])[cH:6][c:7]1[C:16]([CH3:15])=[O:18]. Starting materials: CC1(C(C1\C=C(\C(OC)=O)/Cl)C(=O)O)C (2,2-dimethyl-3(Z)-[2-chloro-3-oxo-3-methoxy-propenyl]-cyclopropane-1-carboxylic acid), C(#N)[C@H](C1=CC(=CC=C1)OC1=CC=CC=C1)O ((S)α-cyano-3-phenoxy-benzyl alcohol). The solvent is C1=CC=CC=C1 (benzene). Yields the product CC1([C@@H]([C@@H]1\C=C(\C(OC)=O)/Cl)C(=O)O[C@@H](C1=CC(=CC=C1)OC1=CC=CC=C1)C#N)C ((S)α-cyano-3-phenoxy-benzyl (1R,cis) 2,2-dimethyl-3(Z)-[2-chloro-3-oxo-3-methoxy-propenyl]-cyclopropane-1-carboxylate). As a reaction SMILES: [CH3:1][C:2]1([CH3:15])[CH:4](/[CH:5]=[C:6](\[Cl:11])/[C:7](=[O:10])[O:8][CH3:9])[CH:3]1[C:12]([OH:14])=[O:13].[C:16]([C@@H:18](O)[C:19]1[CH:24]=[CH:23][CH:22]=[C:21]([O:25][C:26]2[CH:31]=[CH:30][CH:29]=[CH:28][CH:27]=2)[CH:20]=1)#[N:17]>C1C=CC=CC=1>[CH3:1][C:2]1([CH3:15])[C@@H:4](/[CH:5]=[C:6](\[Cl:11])/[C:7](=[O:10])[O:8][CH3:9])[C@H:3]1[C:12]([O:14][C@H:18]([C:16]#[N:17])[C:19]1[CH:24]=[CH:23][CH:22]=[C:21]([O:25][C:26]2[CH:27]=[CH:28][CH:29]=[CH:30][CH:31]=2)[CH:20]=1)=[O:13]. Procedure details: Using the procedure of Example 1, (1R, cis) 2,2-dimethyl-3(Z)-[2-chloro-3-oxo-3-methoxy-propenyl]-cyclopropane-1-carboxylic acid and (S)α-cyano-3-phenoxy-benzyl alcohol were reacted to obtain (S)α-cyano-3-phenoxy-benzyl (1R,cis) 2,2-dimethyl-3(Z)-[2-chloro-3-oxo-3-methoxy-propenyl]-cyclopropane-1-carboxylate with a specific rotation of [α]D20 =+62.5°±1.5° (c=1% in benzene). The reactants are CC1=NNC2=CC=CC=C12 (3-Methylindazole), ClC1=C(C(=O)O)C=CC=C1 (2-chlorobenzoic acid), C([O-])([O-])=O.[K+].[K+] (potassium carbonate). The reagents and catalysts are [Cu]=O (copper(II) oxide). Yields the product C(=O)(O)C1=C(C=CC=C1)N1N=C(C2=CC=CC=C12)C (1-(2-carboxyphenyl)-3-methylindazole). The yield is 72.7%. As a reaction SMILES: [CH3:1][C:2]1[C:10]2[C:5](=[CH:6][CH:7]=[CH:8][CH:9]=2)[NH:4][N:3]=1.Cl[C:12]1[CH:20]=[CH:19][CH:18]=[CH:17][C:13]=1[C:14]([OH:16])=[O:15].C(=O)([O-])[O-].[K+].[K+]>[Cu]=O>[C:14]([C:13]1[CH:17]=[CH:18][CH:19]=[CH:20][C:12]=1[N:4]1[C:5]2[C:10](=[CH:9][CH:8]=[CH:7][CH:6]=2)[C:2]([CH3:1])=[N:3]1)([OH:16])=[O:15] |f:2.3.4|. Reported procedure: 3-Methylindazole (3.30 g), 3.92 g of 2-chlorobenzoic acid, 3.82 g of potassium carbonate and 0.18 g of copper(II) oxide were subjected to reaction in the same manner as in Example 1 to obtain 4.58 g (72.7%) of 1-(2-carboxyphenyl)-3-methylindazole. Reactants: N (ammonia), 20, N(=C=S)C1=CC=C(C=C1)N1CCN(CC1)C1=CC=C(C=C1)OC (1-(4-isothiocyanatophenyl)-4-(4-methoxyphenyl)piperazine), ClCCl (dichloromethane). The solvent is CO (methanol). Conditions: time 5 day. Yields the product 20.5, COC1=CC=C(C=C1)N1CCN(CC1)C1=CC=C(C=C1)NC(=S)N (N-[4-[4-(4-methoxyphenyl)-1-piperazinyl]phenyl]thiourea). The yield is 98.1%. Reaction SMILES: [N:1]([C:4]1[CH:9]=[CH:8][C:7]([N:10]2[CH2:15][CH2:14][N:13]([C:16]3[CH:21]=[CH:20][C:19]([O:22][CH3:23])=[CH:18][CH:17]=3)[CH2:12][CH2:11]2)=[CH:6][CH:5]=1)=[C:2]=[S:3].ClCCl.[NH3:27]>CO>[CH3:23][O:22][C:19]1[CH:20]=[CH:21][C:16]([N:13]2[CH2:14][CH2:15][N:10]([C:7]3[CH:8]=[CH:9][C:4]([NH:1][C:2]([NH2:27])=[S:3])=[CH:5][CH:6]=3)[CH2:11][CH2:12]2)=[CH:17][CH:18]=1. Procedure details: To a stirred solution of 20 parts of 1-(4-isothiocyanatophenyl)-4-(4-methoxyphenyl)piperazine in 325 parts of dichloromethane were added 40 parts of methanol, saturated with ammonia. The reaction mixture was stirred for 5 days at room temperature. The precipitated product was filtered off, washed with dichloromethane and dried, yielding 20.5 parts (98.1%) of N-[4-[4-(4-methoxyphenyl)-1-piperazinyl]phenyl]thiourea; mp. 265.2° C. (int. 1). Starting materials: [C@H]12[C@H](NC[C@@H]2C1)CNC(=O)C1=C(N=C2SC=CN21)C (6-Methyl-imidazo[2,1-b]thiazole-5-carboxylic acid [(1S,2S,5R)-1-(3-aza-bicyclo[3.1.0]hex-2-yl)methyl]-amide), 2-M, C(C)C=1SC(=C(N1)C(=O)O)C1=C(C=CC=C1)C (ethyl-5-o-tolyl-thiazole-4-carboxylic acid). Yields the product CC=1SC(=C(N1)C(=O)N1[C@@H]([C@H]2C[C@H]2C1)CNC(=O)C1=C(N=C2SC=CN21)C)C2=C(C=CC=C2)C (6-Methyl-imidazo[2,1-b]thiazole-5-carboxylic acid[(1S,2S,5R)-3-(2-methyl-5-o-tolyl-thiazole-4-carbonyl)-3-aza-bicyclo[3.1.0]hex-2-ylmethyl]-amide). RXN SMILES: [C@H:1]12[CH2:6][C@H:5]1[CH2:4][NH:3][C@@H:2]2[CH2:7][NH:8][C:9]([C:11]1[N:18]2[C:14]([S:15][CH:16]=[CH:17]2)=[N:13][C:12]=1[CH3:19])=[O:10].[CH2:20]([C:22]1[S:23][C:24]([C:30]2[CH:35]=[CH:34][CH:33]=[CH:32][C:31]=2[CH3:36])=[C:25]([C:27](O)=[O:28])[N:26]=1)C>>[CH3:20][C:22]1[S:23][C:24]([C:30]2[CH:35]=[CH:34][CH:33]=[CH:32][C:31]=2[CH3:36])=[C:25]([C:27]([N:3]2[CH2:4][C@H:5]3[C@H:1]([CH2:6]3)[C@H:2]2[CH2:7][NH:8][C:9]([C:11]2[N:18]3[C:14]([S:15][CH:16]=[CH:17]3)=[N:13][C:12]=2[CH3:19])=[O:10])=[O:28])[N:26]=1. Procedure: prepared by reaction of 6-Methyl-imidazo[2,1-b]thiazole-5-carboxylic acid [(1S,2S,5R)-1-(3-aza-bicyclo[3.1.0]hex-2-yl)methyl]-amide with 2-M ethyl-5-o-tolyl-thiazole-4-carboxylic acid. LC-MS (basic): tR=1.31 min; [M+H]+=492.1. Reactants: ClC1=CC=C(C=C1)[C@@]1(C(CNCC1)(C)C)O ((S)-4-(4-chlorophenyl)-3,3-dimethylpiperidin-4-ol), C(C)(C)(C)OC(=O)N[C@@H](C(=O)O)CC ((R)-2-(tert-butoxycarbonylamino)butanoic acid), C=1C=CC2=C(C1)N=NN2O (HOBT), C(CCl)Cl (EDC), CCN(C(C)C)C(C)C (DIPEA). Yields the product ClC1=CC=C(C=C1)[C@@]1(C(CN(CC1)C([C@@H](CC)NC(OC(C)(C)C)=O)=O)(C)C)O (tert-Butyl (R)-1-((S)-4-(4-Chlorophenyl)-4-hydroxy-3,3-dimethylpiperidin-1-yl)-1-oxobutan-2-ylcarbamate). Reaction SMILES: [Cl:1][C:2]1[CH:7]=[CH:6][C:5]([C@@:8]2([OH:16])[CH2:13][CH2:12][NH:11][CH2:10][C:9]2([CH3:15])[CH3:14])=[CH:4][CH:3]=1.[C:17]([O:21][C:22]([NH:24][C@H:25]([CH2:29][CH3:30])[C:26](O)=[O:27])=[O:23])([CH3:20])([CH3:19])[CH3:18].C1C=CC2N(O)N=NC=2C=1.C(Cl)CCl.CCN(C(C)C)C(C)C>>[Cl:1][C:2]1[CH:7]=[CH:6][C:5]([C@@:8]2([OH:16])[CH2:13][CH2:12][N:11]([C:26](=[O:27])[C@H:25]([NH:24][C:22](=[O:23])[O:21][C:17]([CH3:19])([CH3:18])[CH3:20])[CH2:29][CH3:30])[CH2:10][C:9]2([CH3:14])[CH3:15])=[CH:4][CH:3]=1. Reported procedure: (S)-4-(4-chlorophenyl)-3,3-dimethylpiperidin-4-ol (100 mg, 0.42 mmol), (R)-2-(tert-butoxycarbonylamino)butanoic acid (102 mg, 0.50 mmol), HOBT (68 mg, 0.5 mmol), EDC (155 mg, 1 mmol), DIPEA (129 mg, 1 mmol), and chlororform (2 mL) was stirred overnight at rt. The reaction mixture was then partitioned between methylene chloride and saturated sodium bicarbonate solution, the layers were separated and the organic extracts were dried over magnesium sulfate, filtered, and concentrated to yield the pr... Reactants: CCNC(=O)c1ccsc1, C1CCOC1, C1CCCCC1, CN(C)CCN(C)C, C[Si](C)(C)Cl, [Li]C(C)CC. Product: CCNC(=O)c1ccsc1[Si](C)(C)C. As a reaction SMILES: [CH2:12]([CH3:13])[NH:14][C:15](=[O:16])[c:17]1[cH:18][s:19][cH:20][cH:21]1.[CH2:35]1[O:36][CH2:37][CH2:38][CH2:39]1.[CH2:6]1[CH2:7][CH2:8][CH2:9][CH2:10][CH2:11]1.[CH3:22][N:23]([CH3:24])[CH2:25][CH2:26][N:27]([CH3:28])[CH3:29].[CH3:30][Si:31]([CH3:32])([CH3:33])[Cl:34].[CH:1]([Li:2])([CH2:3][CH3:4])[CH3:5]>>[CH2:12]([CH3:13])[NH:14][C:15](=[O:16])[c:17]1[c:18]([Si:31]([CH3:30])([CH3:32])[CH3:33])[s:19][cH:20][cH:21]1.